Dataset: the Open Reaction Database (ORD), a public repository of structured organic reaction records. Task: describe an organic reaction: reactants, conditions, products, and yield The reactants are Cl (hydrochloric acid), N1=C(C=CC=C1)S(=O)(=O)N (2-pyridinylsulfonamide), N12CCCCCC2=NCCC1 (1,8-diazabicyclo[5.4.0]undec-7-ene), FC(OC1=NC(=NC(=C1)C)N(C([O-])=O)C1=CC=CC=C1)F (N-(4-difluoromethoxy-6-methylpyrimidin-2-yl)-phenylcarbamate). The solvent is O1CCOCC1 (dioxan), O (water). Run at time 6 hour. Product: N1=C(C=CC=C1)S(=O)(=O)NC(=O)NC1=NC(=CC(=N1)OC(F)F)C (N-(2-pyridinylsulfonyl)-N'-(4-difluoromethoxy-6-methylpyrimidin-2-yl)urea). Isolated yield 42.3%. As a reaction SMILES: [N:1]1[CH:6]=[CH:5][CH:4]=[CH:3][C:2]=1[S:7]([NH2:10])(=[O:9])=[O:8].N12CCCN=C1CCCCC2.[F:22][CH:23]([F:42])[O:24][C:25]1[CH:30]=[C:29]([CH3:31])[N:28]=[C:27]([N:32](C2C=CC=CC=2)[C:33](=O)[O-:34])[N:26]=1.Cl>O1CCOCC1.O>[N:1]1[CH:6]=[CH:5][CH:4]=[CH:3][C:2]=1[S:7]([NH:10][C:33]([NH:32][C:27]1[N:26]=[C:25]([O:24][CH:23]([F:42])[F:22])[CH:30]=[C:29]([CH3:31])[N:28]=1)=[O:34])(=[O:9])=[O:8]. Reported procedure: To a solution of 0.52 g of 2-pyridinylsulfonamide and 0.55 g of 1,8-diazabicyclo[5.4.0]undec-7-ene in 10 ml of absolute dioxan is added 1 g of N-(4-difluoromethoxy-6-methylpyrimidin-2-yl)-phenylcarbamate. The reaction mixture is stirred for 6 hours at 20°-25° C., then taken up in water and acidified with 2N hydrochloric acid. The precipitate is isolated, washed with water and recrystallised from a mixture of acetone/ether, affording 0.5 g (42.4%) of N-(2-pyridinylsulfonyl)-N'-(4-difluoromethoxy-... Reactants: CN1C(=C(C2=CC=CC=C12)CC(C)C)C(=O)N[C@@H](CC(C)C)C(=O)NC(CC(=O)OC(C)(C)C)C(COC1=C(C(=CC(=C1F)F)F)F)=O (N-[(1-methyl-3-isobutyl-indole-2-cabonyl)leucinyl]-3-amino-4-oxo-5-(2,3,5,6-tetrafluorophenyloxy)-pentanoic acid, tert-butyl ester), C(=O)(C(F)(F)F)O (TFA). The product is CN1C(=C(C2=CC=CC=C12)CC(C)C)C(=O)N[C@@H](CC(C)C)C(=O)NC(CC(=O)O)C(COC1=C(C(=CC(=C1F)F)F)F)=O (N-[(1-methyl-3-isobutyl-indole-2-cabonyl)leucinyl]-3-amino-4-oxo-5-(2,3,5,6-tetrafluorophenyloxy)-pentanoic Acid). Isolated yield 66.6%. Reaction SMILES: [CH3:1][N:2]1[C:10]2[C:5](=[CH:6][CH:7]=[CH:8][CH:9]=2)[C:4]([CH2:11][CH:12]([CH3:14])[CH3:13])=[C:3]1[C:15]([NH:17][C@H:18]([C:23]([NH:25][CH:26]([C:35](=[O:48])[CH2:36][O:37][C:38]1[C:43]([F:44])=[C:42]([F:45])[CH:41]=[C:40]([F:46])[C:39]=1[F:47])[CH2:27][C:28]([O:30]C(C)(C)C)=[O:29])=[O:24])[CH2:19][CH:20]([CH3:22])[CH3:21])=[O:16].C(O)(C(F)(F)F)=O>>[CH3:1][N:2]1[C:10]2[C:5](=[CH:6][CH:7]=[CH:8][CH:9]=2)[C:4]([CH2:11][CH:12]([CH3:14])[CH3:13])=[C:3]1[C:15]([NH:17][C@H:18]([C:23]([NH:25][CH:26]([C:35](=[O:48])[CH2:36][O:37][C:38]1[C:43]([F:44])=[C:42]([F:45])[CH:41]=[C:40]([F:46])[C:39]=1[F:47])[CH2:27][C:28]([OH:30])=[O:29])=[O:24])[CH2:19][CH:20]([CH3:21])[CH3:22])=[O:16]. Procedure details: Treatment of N-[(1-methyl-3-isobutyl-indole-2-cabonyl)leucinyl]-3-amino-4-oxo-5-(2,3,5,6-tetrafluorophenyloxy)-pentanoic acid, tert-butyl ester (47.6 mg, 0.070 mmol) with TFA as described in Example 80 gave the titled product (29.0 mg, 67%) as a white powder. MS C35H43F4N3O6, [M+Na]+=644, [M−H]−=620. TLC (CH2Cl2/MeOH, 90/10): Rf=0.19. Reactants: C(=C)OCCONC(=O)C1=C(C=2C=NC=CC2N1CC#C)NC1=C(C=C(C=C1)I)F (3-(2-fluoro-4-iodo-phenylamino)-1-prop-2-ynyl-1-H-pyrrolo[3,2-c]pyridine-2-carboxylic acid (2-vinyloxy-ethoxy)-amide), Cl (HCl), O1CCOCC1 (dioxane). Run in CO (MeOH), C1CCOC1 (THF). Yields the product OCCONC(=O)C1=C(C=2C=NC=CC2N1CC#C)NC1=C(C=C(C=C1)I)F (3-(2-Fluoro-4-iodo-phenylamino)-1-prop-2-ynyl-1H-pyrrolo[3,2-c]pyridine-2-carboxylic acid (2-hydroxy-ethoxy)-amide). Isolated yield 98.7%. RXN SMILES: C([O:3][CH2:4][CH2:5][O:6][NH:7][C:8]([C:10]1[N:18]([CH2:19][C:20]#[CH:21])[C:17]2[CH:16]=[CH:15][N:14]=[CH:13][C:12]=2[C:11]=1[NH:22][C:23]1[CH:28]=[CH:27][C:26]([I:29])=[CH:25][C:24]=1[F:30])=[O:9])=C.Cl.O1CCOCC1>CO.C1COCC1>[OH:3][CH2:4][CH2:5][O:6][NH:7][C:8]([C:10]1[N:18]([CH2:19][C:20]#[CH:21])[C:17]2[CH:16]=[CH:15][N:14]=[CH:13][C:12]=2[C:11]=1[NH:22][C:23]1[CH:28]=[CH:27][C:26]([I:29])=[CH:25][C:24]=1[F:30])=[O:9]. Procedure: To a stirred solution of 3-(2-fluoro-4-iodo-phenylamino)-1-prop-2-ynyl-1-H-pyrrolo[3,2-c]pyridine-2-carboxylic acid (2-vinyloxy-ethoxy)-amide (35.0 mg, 0.067 mmol) in anhydrous MeOH (6.7 mL) and anhydrous THF (3.4 mL) under N2 was added 4 M HCl in dioxane (50 μL, 0.20 mmol, 3.0 eq), and the reaction mixture was stirred at room temperature. After 3 h the solvent was removed in vacuo and the residue was redissolved in acetonitrile (2.0 mL) and loaded onto Phenomenex Strata-X cartridge (5 g). The c...